describe an organic reaction: reactants, conditions, products, and yield From a dataset of the Open Reaction Database (ORD), a public repository of structured organic reaction records. The reactants are F[B-](F)(F)F, C[O+](C)C, Cc1nccn1N=Cc1ccccc1, ClCCl. Yields the product F[B-](F)(F)F, Cc1n(C)cc[n+]1N=Cc1ccccc1. RXN SMILES: [B-:15]([F:16])([F:17])([F:18])[F:19].[CH3:20][O+:21]([CH3:22])[CH3:23].[CH:1]([c:2]1[cH:3][cH:4][cH:5][cH:6][cH:7]1)=[N:8][n:9]1[c:10]([CH3:14])[n:11][cH:12][cH:13]1.[Cl:24][CH2:25][Cl:26]>>[B-:15]([F:16])([F:17])([F:18])[F:19].[CH:1]([c:2]1[cH:3][cH:4][cH:5][cH:6][cH:7]1)=[N:8][n+:9]1[c:10]([CH3:14])[n:11]([CH3:20])[cH:12][cH:13]1. Starting materials: CC(C)([O-])C.[K+] (Potassium t-butoxide), Br.ClC1=C(N)C(=CC=C1)O (2-chloro-6-hydroxyaniline hydrobromide), ice water, COC1=NC(=NC(=C1)OC)S(=O)(=O)C (4,6-dimethoxy-2-methylsulphonyl pyrimidine). The solvent is CN(C=O)C (dimethylformamide). Conditions: temperature 80 celsius, time 10 minute. The product is ClC1=C(N)C(=CC=C1)OC1=NC(=CC(=N1)OC)OC (2-Chloro-6-(4,6-dimethoxy-2-pyrimidinyloxy)aniline). Yield: 3.0%. As a reaction SMILES: CC(C)([O-])C.[K+].Br.[Cl:8][C:9]1[CH:15]=[CH:14][CH:13]=[C:12]([OH:16])[C:10]=1[NH2:11].[CH3:17][O:18][C:19]1[CH:24]=[C:23]([O:25][CH3:26])[N:22]=[C:21](S(C)(=O)=O)[N:20]=1>CN(C)C=O>[Cl:8][C:9]1[CH:15]=[CH:14][CH:13]=[C:12]([O:16][C:21]2[N:22]=[C:23]([O:25][CH3:26])[CH:24]=[C:19]([O:18][CH3:17])[N:20]=2)[C:10]=1[NH2:11] |f:0.1,2.3|. Procedure: Potassium t-butoxide (22.4 g) was added portionwise to stirred, cooled 2-chloro-6-hydroxyaniline hydrobromide (22.5 g) in dimethylformamide (100 ml) under nitrogen. After 10 minutes, 4,6-dimethoxy-2-methylsulphonyl pyrimidine (21.8 g) was added, and the mixture was heated at 80° C. with stirring for 22 hours. After addition to ice/water, the precipitated solid was separated by filtration, washed thoroughly with water, dried and recrystallised from isopropanol yielding 17.5 g of the desired produ... Reactants: Cl.COC([C@@H](N)CC1=CC(=C(C=C1)F)Br)=O (3-bromo-4-fluoro-L-phenylalanine methyl ester hydrochloride), N1=C2C(=NS1)C(=CC=C2)S(=O)(=O)NC2=C(C(=O)O)C=CC(=C2)Cl (2-(benzo[1,2,5]thiadiazole-4-sulfonylamino)-4-chloro-benzoic acid). Yields the product COC([C@H](CC1=CC(=C(C=C1)F)Br)NC(C1=C(C=C(C=C1)Cl)NS(=O)(=O)C1=CC=CC=2C1=NSN2)=O)=O ((S)-2-[2-(Benzo[1,2,5]thiadiazole-4-sulfonylamino)-4-chloro-benzoylamino]-3-(3-bromo-4-fluoro-phenyl)-propionic acid methyl ester). RXN SMILES: Cl.[CH3:2][O:3][C:4](=[O:16])[C@H:5]([CH2:7][C:8]1[CH:13]=[CH:12][C:11]([F:14])=[C:10]([Br:15])[CH:9]=1)[NH2:6].[N:17]1[S:21][N:20]=[C:19]2[C:22]([S:26]([NH:29][C:30]3[CH:38]=[C:37]([Cl:39])[CH:36]=[CH:35][C:31]=3[C:32](O)=[O:33])(=[O:28])=[O:27])=[CH:23][CH:24]=[CH:25][C:18]=12>>[CH3:2][O:3][C:4](=[O:16])[C@@H:5]([NH:6][C:32](=[O:33])[C:31]1[CH:35]=[CH:36][C:37]([Cl:39])=[CH:38][C:30]=1[NH:29][S:26]([C:22]1[C:19]2=[N:20][S:21][N:17]=[C:18]2[CH:25]=[CH:24][CH:23]=1)(=[O:28])=[O:27])[CH2:7][C:8]1[CH:13]=[CH:12][C:11]([F:14])=[C:10]([Br:15])[CH:9]=1 |f:0.1|. Reported procedure: The title compound was prepared from 3-bromo-4-fluoro-L-phenylalanine methyl ester hydrochloride and 2-(benzo[1,2,5]thiadiazole-4-sulfonylamino)-4-chloro-benzoic acid as in Example 1, Part C. HPLC: RT=10.36 min. MS (ESI−): mass calcd. for C23H17BrClFN4O5S2, 627.89; m/z found, 625/627 [M−H]−. 1H NMR (400 MHz, CDCl3): 11.46 (s, 1H), 8.37 (dd, J=7.0, 0.8, 1H), 8.22 (dd, J=8.8, 0.9, 1H), 7.75-7.68 (m, 2H), 7.32-7.14 (m, 2H), 7.09-6.88 (m, 3H), 6.53 (d, J=6.8, 1H), 4.98-4.90 (m, 1H), 3.82 (s, 3H), 3.... As a reaction SMILES: [C:1]([O:5][C:6]([CH:8]([O:10][N:11]=[C:12]([C:16]1[CH:21]=[CH:20][C:19]([OH:22])=[C:18]([Cl:23])[CH:17]=1)[C:13]([OH:15])=O)[CH3:9])=[O:7])([CH3:4])([CH3:3])[CH3:2].[NH2:24][CH:25]1[C:43](=[O:44])[N:27]2[C:28]([C:40]([OH:42])=[O:41])=[C:29]([CH2:32][S:33][C:34]3[N:38]([CH3:39])[N:37]=[N:36][N:35]=3)[CH2:30][S:31][C@H:26]12>>[C:1]([O:5][C:6]([CH:8]([O:10][N:11]=[C:12]([C:16]1[CH:21]=[CH:20][C:19]([OH:22])=[C:18]([Cl:23])[CH:17]=1)[C:13]([NH:24][CH:25]1[C:43](=[O:44])[N:27]2[C:28]([C:40]([OH:42])=[O:41])=[C:29]([CH2:32][S:33][C:34]3[N:38]([CH3:39])[N:37]=[N:36][N:35]=3)[CH2:30][S:31][C@H:26]12)=[O:15])[CH3:9])=[O:7])([CH3:2])([CH3:3])[CH3:4]. Yield: 94.6%. Reported procedure: 2-(1-t-Butoxycarbonylethoxyimino)-2-(3-chloro-4-hydroxyphenyl)acetic acid (syn isomer) (2 g.) and 7-amino-3-(1-methyl-1H-tetrazol-5-yl)thiomethyl-3-cephem-4-carboxylic acid (2 g.) were reacted according to similar manners to those of Examples 1 and 2 to give powder of 7-[2-(1-t-butoxycarbonylethoxyimino)-2-(3-chloro-4-hydroxyphenyl)acetamido]-3-(1-methyl-1H-tetrazol-5-yl)thiomethyl-3-cephem-4-carboxylic acid (syn isomer) (3.6 g.). Product: C(C)(C)(C)OC(=O)C(C)ON=C(C(=O)NC1[C@@H]2N(C(=C(CS2)CSC2=NN=NN2C)C(=O)O)C1=O)C1=CC(=C(C=C1)O)Cl (7-[2-(1-t-butoxycarbonylethoxyimino)-2-(3-chloro-4-hydroxyphenyl)acetamido]-3-(1-methyl-1H-tetrazol-5-yl)thiomethyl-3-cephem-4-carboxylic acid). Reactants: C(C)(C)(C)OC(=O)C(C)ON=C(C(=O)O)C1=CC(=C(C=C1)O)Cl (2-(1-t-Butoxycarbonylethoxyimino)-2-(3-chloro-4-hydroxyphenyl)acetic acid), NC1[C@@H]2N(C(=C(CS2)CSC2=NN=NN2C)C(=O)O)C1=O (7-amino-3-(1-methyl-1H-tetrazol-5-yl)thiomethyl-3-cephem-4-carboxylic acid). Reactants: Intermediate 1, N1=CC(=CC=C1)B(O)O (3-pyridylboronic acid), Intermediate 32, C(=O)([O-])[O-].[Na+].[Na+] (Na2CO3). Reagents/catalysts: C=1C=CC(=CC1)[P](C=2C=CC=CC2)(C=3C=CC=CC3)[Pd]([P](C=4C=CC=CC4)(C=5C=CC=CC5)C=6C=CC=CC6)([P](C=7C=CC=CC7)(C=8C=CC=CC8)C=9C=CC=CC9)[P](C=1C=CC=CC1)(C=1C=CC=CC1)C=1C=CC=CC1 (tetrakis(triphenylphosphine)palladium(0)). Run in COCCOC (DME), O (water). Yields the product CC=1C=CC=C2C=C(C(=NC12)C=1C=NC=CC1)C=O (8-Methyl-2-(pyridin-3-yl)quinoline-3-carbaldehyde). Isolated yield 281.9%. RXN SMILES: [C:1]([O-:4])([O-])=O.[Na+].[Na+].[N:7]1[CH:12]=[CH:11][CH:10]=[C:9](B(O)O)[CH:8]=1>COCCOC.O.C1C=CC([P]([Pd]([P](C2C=CC=CC=2)(C2C=CC=CC=2)C2C=CC=CC=2)([P](C2C=CC=CC=2)(C2C=CC=CC=2)C2C=CC=CC=2)[P](C2C=CC=CC=2)(C2C=CC=CC=2)C2C=CC=CC=2)(C2C=CC=CC=2)C2C=CC=CC=2)=CC=1>[CH3:12][C:11]1[CH:10]=[CH:9][CH:8]=[C:9]2[C:8]=1[N:7]=[C:12]([C:9]1[CH:8]=[N:7][CH:12]=[CH:11][CH:10]=1)[C:11]([CH:1]=[O:4])=[CH:10]2 |f:0.1.2,^1:26,28,47,66|. Procedure details: Prepared according to the procedure described for Intermediate 1, utilising Intermediate 32 (10 g, 48.7 mmol), Na2CO3 (7.74 g, 73 mmol), 3-pyridylboronic acid (5.98 g, 48.7 mmol) and tetrakis(triphenylphosphine)palladium(0) (2.81 g, 2.43 mmol) in DME (150 mL) and water (40 mL). The title compound (11.36 g, 94%) was obtained as a brown solid. δH (CDCl3) 10.20 (s, 1H), 9.02 (dd, J 2.3, 0.8 Hz, 1H), 8.86 (s, 1H), 8.80 (dd, J 4.9, 1.7 Hz, 1H), 8.10 (ddd, J 7.9, 2.3, 1.7 Hz, 1H), 7.90 (d, J 8.3 Hz, 1...